describe an organic reaction: reactants, conditions, products, and yield From a dataset of the Open Reaction Database (ORD), a public repository of structured organic reaction records. The reactants are CCOC(=O)C1(Cc2ccccc2)CCCN(C(=O)OC(C)(C)C)C1, CC(C)C[AlH]CC(C)C, Cc1ccccc1. Yields the product CC(C)(C)OC(=O)N1CCCC(CO)(Cc2ccccc2)C1. Reaction SMILES: [C:1]([CH3:2])([CH3:3])([CH3:4])[O:5][C:6](=[O:7])[N:8]1[CH2:9][C:10]([CH2:14][c:15]2[cH:16][cH:17][cH:18][cH:19][cH:20]2)([C:21](=[O:22])[O:23][CH2:24][CH3:25])[CH2:11][CH2:12][CH2:13]1.[CH3:26][CH:27]([CH2:28][AlH:29][CH2:30][CH:31]([CH3:32])[CH3:33])[CH3:34].[CH3:35][c:36]1[cH:37][cH:38][cH:39][cH:40][cH:41]1>>[C:1]([CH3:2])([CH3:3])([CH3:4])[O:5][C:6](=[O:7])[N:8]1[CH2:9][C:10]([CH2:14][c:15]2[cH:16][cH:17][cH:18][cH:19][cH:20]2)([CH2:21][OH:22])[CH2:11][CH2:12][CH2:13]1. Starting materials: C(=O)(O)C1=C(N(C(=C1C)C(=O)C1=CC=C(C=C1)C)C)CC(=O)O (3-carboxy-1,4-dimethyl-5-(ρ-toluoyl)-pyrrole-2-acetic acid), Cl (hydrogen chloride), C(C)O (ethanol). Product: C(=O)(O)C1=C(N(C(=C1C)C(=O)C1=CC=C(C=C1)C)C)CC(=O)OCC (Ethyl 3-carboxy-1,4,-dimethyl-5-(ρ-toluoyl)-pyrrole-2-acetate). As a reaction SMILES: [C:1]([C:4]1[C:8]([CH3:9])=[C:7]([C:10]([C:12]2[CH:17]=[CH:16][C:15]([CH3:18])=[CH:14][CH:13]=2)=[O:11])[N:6]([CH3:19])[C:5]=1[CH2:20][C:21]([OH:23])=[O:22])([OH:3])=[O:2].Cl.[CH2:25](O)[CH3:26]>>[C:1]([C:4]1[C:8]([CH3:9])=[C:7]([C:10]([C:12]2[CH:17]=[CH:16][C:15]([CH3:18])=[CH:14][CH:13]=2)=[O:11])[N:6]([CH3:19])[C:5]=1[CH2:20][C:21]([O:23][CH2:25][CH3:26])=[O:22])([OH:3])=[O:2]. Procedure: A solution of 37 g. (0.118 mole) of 3-carboxy-1,4-dimethyl-5-(ρ-toluoyl)-pyrrole-2-acetic acid in 370 ml. of ethanol containing 1.8 g. of dry hydrogen chloride is heated under reflux for 45 min. The solution is cooled, and the solid which recipitated, ethyl 3-carboxy-1,4-dimethyl-5-(ρ-toluoyl)-pyrrole-2-acetetate, is collected, M.P. 200°-202° C. Starting materials: ClCC=1OC(=C(N1)C1=CC=CC=C1)C1=CC=CC=C1 (2-chloromethyl-4,5-diphenyloxazole), CN (methylamine). Run in C1=CC=CC=C1 (benzene). Yields the product Cl.CNCC=1OC(=C(N1)C1=CC=CC=C1)C1=CC=CC=C1 (2-methylaminomethyl-4,5-diphenyloxazole hydrochloride). Yield: 69.0%. As a reaction SMILES: [Cl:1][CH2:2][C:3]1[O:4][C:5]([C:14]2[CH:19]=[CH:18][CH:17]=[CH:16][CH:15]=2)=[C:6]([C:8]2[CH:13]=[CH:12][CH:11]=[CH:10][CH:9]=2)[N:7]=1.[CH3:20][NH2:21]>C1C=CC=CC=1>[ClH:1].[CH3:20][NH:21][CH2:2][C:3]1[O:4][C:5]([C:14]2[CH:19]=[CH:18][CH:17]=[CH:16][CH:15]=2)=[C:6]([C:8]2[CH:13]=[CH:12][CH:11]=[CH:10][CH:9]=2)[N:7]=1 |f:3.4|. Reported procedure: A solution of 22 g. 2-chloromethyl-4,5-diphenyloxazole and 12.5 g methylamine in 100 ml. anhydrous benzene was heated at 120° C for 6 hours in a sealed tube. The reaction mixture was washed with water and the separated benzene phase was distilled at 20 mm. pressure. The oily residue was dissolved in 200 ml. anhydrous ether and a flow of gas hydrogen chloride was bubbled through the resulting solution. The 2-methylaminomethyl-4,5-diphenyloxazole hydrochloride was recrystallized from absolute etha... Reactants: COCCOC (1,2-Dimethoxyethane), NC1=C2C(=NC(=C1C(=O)OCC)C)SC(=C2C)Br (ethyl 4-amino-2-bromo-3,6-dimethylthieno[2,3-b]pyridine-5-carboxylate), C([O-])([O-])=O.[Na+].[Na+] (sodium carbonate), N1=CC(=CC=C1)B(O)O (3-pyridineboronic acid). Reagents/catalysts: C=1C=CC(=CC1)[P](C=2C=CC=CC2)(C=3C=CC=CC3)[Pd]([P](C=4C=CC=CC4)(C=5C=CC=CC5)C=6C=CC=CC6)([P](C=7C=CC=CC7)(C=8C=CC=CC8)C=9C=CC=CC9)[P](C=1C=CC=CC1)(C=1C=CC=CC1)C=1C=CC=CC1 (tetrakis(triphenylphosphine)palladium(0)). Solvent: C(C)#N (acetonitrile), O (water). Run at temperature 70 celsius, time 18 hour. Yields the product NC1=C2C(=NC(=C1C(=O)OCC)C)SC(=C2C)C=2C=NC=CC2 (Ethyl 4-amino-3,6-dimethyl-2-(3-pyridinyl)thieno[2,3-b]pyridine-5-carboxylate). Yield: 54.5%. Reaction SMILES: [NH2:1][C:2]1[C:7]([C:8]([O:10][CH2:11][CH3:12])=[O:9])=[C:6]([CH3:13])[N:5]=[C:4]2[S:14][C:15](Br)=[C:16]([CH3:17])[C:3]=12.C(=O)([O-])[O-].[Na+].[Na+].[N:25]1[CH:30]=[CH:29][CH:28]=[C:27](B(O)O)[CH:26]=1.COCCOC>C(#N)C.O.C1C=CC([P]([Pd]([P](C2C=CC=CC=2)(C2C=CC=CC=2)C2C=CC=CC=2)([P](C2C=CC=CC=2)(C2C=CC=CC=2)C2C=CC=CC=2)[P](C2C=CC=CC=2)(C2C=CC=CC=2)C2C=CC=CC=2)(C2C=CC=CC=2)C2C=CC=CC=2)=CC=1>[NH2:1][C:2]1[C:7]([C:8]([O:10][CH2:11][CH3:12])=[O:9])=[C:6]([CH3:13])[N:5]=[C:4]2[S:14][C:15]([C:27]3[CH:26]=[N:25][CH:30]=[CH:29][CH:28]=3)=[C:16]([CH3:17])[C:3]=12 |f:1.2.3,^1:47,49,68,87|. Procedure: A mixture of ethyl 4-amino-2-bromo-3,6-dimethylthieno[2,3-b]pyridine-5-carboxylate (260 mg, 0.790 mmol) (Description 31), tetrakis(triphenylphosphine)palladium(0) (45.6 mg, 0.039 mmol), sodium carbonate (167 mg, 1.580 mmol) and 3-pyridineboronic acid (116 mg, 0.948 mmol) in acetonitrile (3 mL) and water (0.75 μl) was heated at 70° C. under nitrogen, for 30 min. 1,2-Dimethoxyethane (2 mL) was added and the mixture was stirred at 80° C. for 18 h. The reaction mixture was cooled to RT and concentra... Starting materials: O=Cc1ccccc1, NCC(=O)O. Yields the product NC(C(=O)O)C(O)c1ccccc1. As a reaction SMILES: [CH:6](=[O:7])[c:8]1[cH:9][cH:10][cH:11][cH:12][cH:13]1.[NH2:1][CH2:2][C:3]([OH:4])=[O:5]>>[NH2:1][CH:2]([C:3]([OH:4])=[O:5])[CH:6]([OH:7])[c:8]1[cH:9][cH:10][cH:11][cH:12][cH:13]1.